Task: describe an organic reaction: reactants, conditions, products, and yield. Dataset: the Open Reaction Database (ORD), a public repository of structured organic reaction records Starting materials: ClC1=C(C=C2C(NC(=NC2=C1)N1N=CC(=C1)C(=O)OCC)=O)C1=C(C=CC=C1)C (ethyl 1-(7-chloro-4-oxo-6-(o-tolyl)-3,4-dihydroquinazolin-2-yl)-1H-pyrazole-4-carboxylate), N1CCOCC1 (morpholine). The product is ClC1=C(C=C2C(=NC(=NC2=C1)N1N=CC(=C1)C(=O)O)N1CCOCC1)C1=C(C=CC=C1)C (1-(7-Chloro-4-morpholino-6-(o-tolyl)quinazolin-2-yl)-1H-pyrazole-4-carboxylic acid). Reaction SMILES: [Cl:1][C:2]1[CH:11]=[C:10]2[C:5]([C:6](=O)[NH:7][C:8]([N:12]3[CH:16]=[C:15]([C:17]([O:19]CC)=[O:18])[CH:14]=[N:13]3)=[N:9]2)=[CH:4][C:3]=1[C:23]1[CH:28]=[CH:27][CH:26]=[CH:25][C:24]=1[CH3:29].[NH:30]1[CH2:35][CH2:34][O:33][CH2:32][CH2:31]1>>[Cl:1][C:2]1[CH:11]=[C:10]2[C:5]([C:6]([N:30]3[CH2:35][CH2:34][O:33][CH2:32][CH2:31]3)=[N:7][C:8]([N:12]3[CH:16]=[C:15]([C:17]([OH:19])=[O:18])[CH:14]=[N:13]3)=[N:9]2)=[CH:4][C:3]=1[C:23]1[CH:28]=[CH:27][CH:26]=[CH:25][C:24]=1[CH3:29]. Procedure details: The above compound may be made analogous to Example 1 using ethyl 1-(7-chloro-4-oxo-6-(o-tolyl)-3,4-dihydroquinazolin-2-yl)-1H-pyrazole-4-carboxylate in step D and morpholine in step E. MS (ESI): predicted mass calcd. for C23H20ClN5O3, 449.9 Starting materials: C1(=CC=CC=C1)CCCCO (4-phenyl-1-butanol), Cl.NCC(CCC(=O)O)=O (5-amino-4-oxopentanoic acid hydrochloride). Conditions: time 29 hour. Product: Cl.NCC(CCC(=O)OCCCCC1=CC=CC=C1)=O (4-Phenyl-1-butyl 5-amino-4-oxopentanoate Hydrochloride). As a reaction SMILES: [C:1]1([CH2:7][CH2:8][CH2:9][CH2:10][OH:11])[CH:6]=[CH:5][CH:4]=[CH:3][CH:2]=1.[ClH:12].[NH2:13][CH2:14][C:15](=[O:21])[CH2:16][CH2:17][C:18](O)=[O:19]>>[ClH:12].[NH2:13][CH2:14][C:15](=[O:21])[CH2:16][CH2:17][C:18]([O:11][CH2:10][CH2:9][CH2:8][CH2:7][C:1]1[CH:6]=[CH:5][CH:4]=[CH:3][CH:2]=1)=[O:19] |f:1.2,3.4|. Procedure details: From 4-phenyl-1-butanol (5.0 g; 33 mmol) and 5-amino-4-oxopentanoic acid hydrochloride (1.0 g; 6.0 mmol) at 70° C. The reaction was complete after 29 h. The yield was 1.22 g (68%). Reactants: CC1C(Nc2cnn(CC(=O)NCc3ccncc3)c(=O)c2Br)CC2CC1C2(C)C, COc1ccc(P2(=S)SP(=S)(c3ccc(OC)cc3)S2)cc1, Cc1ccccc1. Yields the product CC1C(Nc2cnn(CC(=S)NCc3ccncc3)c(=O)c2Br)CC2CC1C2(C)C. As a reaction SMILES: [Br:1][c:2]1[c:3]([NH:20][CH:21]2[CH:22]([CH3:30])[CH:23]3[C:24]([CH3:28])([CH3:29])[CH:25]([CH2:26]2)[CH2:27]3)[cH:4][n:5][n:6]([CH2:9][C:10](=[O:11])[NH:12][CH2:13][c:14]2[cH:15][cH:16][n:17][cH:18][cH:19]2)[c:7]1=[O:8].[CH3:31][O:32][c:33]1[cH:34][cH:35][c:36]([P:37]2(=[S:40])[S:38][P:39]([c:41]3[cH:42][cH:43][c:44]([O:45][CH3:46])[cH:47][cH:48]3)(=[S:49])[S:50]2)[cH:51][cH:52]1.[CH3:53][c:54]1[cH:55][cH:56][cH:57][cH:58][cH:59]1>>[Br:1][c:2]1[c:3]([NH:20][CH:21]2[CH:22]([CH3:30])[CH:23]3[C:24]([CH3:28])([CH3:29])[CH:25]([CH2:26]2)[CH2:27]3)[cH:4][n:5][n:6]([CH2:9][C:10]([NH:12][CH2:13][c:14]2[cH:15][cH:16][n:17][cH:18][cH:19]2)=[S:40])[c:7]1=[O:8].